describe an organic reaction: reactants, conditions, products, and yield From a dataset of the Open Reaction Database (ORD), a public repository of structured organic reaction records. Product: C1(=CC=CC=C1)N1CCN(CC1)C(=O)NC1=CC=C2C=CC=NC2=C1 (4-Phenyl-N-quinolin-7-ylpiperazine-1-carboxamide). Procedure details: To a solution of di-tert-butyl tricarbonate (60 mg, 0.23 mmol) in DCM (1 ml) was added in one portion, a solution of 7-aminoquinoline (D55) (30 mg, 0.21 mmol) in DCM (1 ml). After 5 mins, when gas evolution was complete, tris -amine resin (12 mg 0.04 mmol) was added, then after 1 h a solution of 4-phenylpiperazine (32 ul, 0.21 mmol) was added and the reaction stirred at room temperature overnight. The reaction mixture was then purified directly by SPE column chromatography, eluting with an EtOAc... Reactants: NC1=CC=C2C=CC=NC2=C1 (7-aminoquinoline), C1(=CC=CC=C1)N1CCNCC1 (4-phenylpiperazine), C(=O)(OC(C)(C)C)OC(=O)OC(=O)OC(C)(C)C (di-tert-butyl tricarbonate), C(C(C(N(C(C(C(C(C(F)(F)F)(F)F)(F)F)(F)F)(F)F)C(C(C(C(C(F)(F)F)(F)F)(F)F)(F)F)(F)F)(F)F)(F)F)(C(C(F)(F)F)(F)F)(F)F (tris -amine). Reaction conditions: time 5 minute. The solvent is C(Cl)Cl (DCM), C(Cl)Cl (DCM). As a reaction SMILES: [C:1](OC(OC(OC(C)(C)C)=O)=O)(OC(C)(C)C)=[O:2].[NH2:19][C:20]1[CH:29]=[C:28]2[C:23]([CH:24]=[CH:25][CH:26]=[N:27]2)=[CH:22][CH:21]=1.C(F)(F)(C(F)(F)C(F)(F)F)C(F)(F)C(F)(F)N(C(F)(F)C(F)(F)C(F)(F)C(F)(F)C(F)(F)F)C(F)(F)C(F)(F)C(F)(F)C(F)(F)C(F)(F)F.[C:79]1([N:85]2[CH2:90][CH2:89][NH:88][CH2:87][CH2:86]2)[CH:84]=[CH:83][CH:82]=[CH:81][CH:80]=1>C(Cl)Cl>[C:79]1([N:85]2[CH2:90][CH2:89][N:88]([C:1]([NH:19][C:20]3[CH:29]=[C:28]4[C:23]([CH:24]=[CH:25][CH:26]=[N:27]4)=[CH:22][CH:21]=3)=[O:2])[CH2:87][CH2:86]2)[CH:84]=[CH:83][CH:82]=[CH:81][CH:80]=1. Starting materials: CCN=C=NCCCN(C)C.Cl (WSC.HCl), Cl.CNOC (N,O-dimethylhydroxylamine hydrochloride), C=1C=CC2=C(C1)N=NN2O (HOBt), C(C(C)C)C1CC(C1)C(=O)O (3-Isobutylcyclobutanecarboxylic acid). Solvent: O (H2O), O (water), C(C)N(CC)CC (triethylamine), CN(C)C=O (DMF). Run at time 8 hour. The product is CON(C(=O)C1CC(C1)CC(C)C)C (N-Methoxy-N-methyl-3-isobutylcyclobutanecarboxamide). Yield: 109.4%. As a reaction SMILES: [CH2:1]([CH:5]1[CH2:8][CH:7]([C:9]([OH:11])=O)[CH2:6]1)[CH:2]([CH3:4])[CH3:3].Cl.[CH3:13][NH:14][O:15][CH3:16].C1C=CC2N(O)N=NC=2C=1.CCN=C=NCCCN(C)C.Cl>O.C(N(CC)CC)C.CN(C=O)C>[CH3:16][O:15][N:14]([CH3:13])[C:9]([CH:7]1[CH2:8][CH:5]([CH2:1][CH:2]([CH3:4])[CH3:3])[CH2:6]1)=[O:11] |f:1.2,4.5|. Reported procedure: 3-Isobutylcyclobutanecarboxylic acid (62.7 g) and DMF (500 mL) were mixed. To the mixture were added N,O-dimethylhydroxylamine hydrochloride (46.9 g), triethylamine (83.9 mL), HOBt.H2O (73.8 g) and WSC.HCl (92.3 g). The resulting mixture was stirred at RT overnight. To the reaction mixture was added water (500 mL). The mixture was extracted with ethyl acetate/hexane=1/1 (250 mL×2). The combined organic layer was washed with water (250 mL), aqueous 10 w/v % sodium carbonate (250 mL), water (250 m... The reactants are CC1=NC=NC(=C1C(=O)O)C (4,6-dimethyl-pyrimidine-5-carboxylic acid), 16a, CCN=C=NCCCN(C)C (EDCI), C=1C=CC2=C(C1)N=NN2O (HOBt), CCN(C(C)C)C(C)C (DIPEA). The solvent is C(Cl)Cl (DCM). Run at time 8 hour. Product: C(C1=CC=CC=C1)N1CC2C(C1)CN(C2)C(=O)C=2C(=NC=NC2C)C ((5-benzyl-hexahydro-pyrrolo[3,4-c]pyrrol-2-yl)-(4,6-dimethyl-pyrimidin-5-yl)-methanone). Isolated yield 79.9%. RXN SMILES: [CH3:1][C:2]1[C:7]([C:8]([OH:10])=O)=[C:6]([CH3:11])[N:5]=[CH:4][N:3]=1.CCN=[C:15]=[N:16][CH2:17][CH2:18][CH2:19][N:20]([CH3:22])[CH3:21].[CH:23]1[CH:24]=[CH:25][C:26]2N(O)N=N[C:27]=2[CH:28]=1.[CH3:33]CN(C(C)C)C(C)C>C(Cl)Cl>[CH2:22]([N:20]1[CH2:19][CH:18]2[CH2:17][N:16]([C:8]([C:7]3[C:2]([CH3:1])=[N:3][CH:4]=[N:5][C:6]=3[CH3:11])=[O:10])[CH2:15][CH:33]2[CH2:21]1)[C:28]1[CH:27]=[CH:26][CH:25]=[CH:24][CH:23]=1. Reported procedure: To a mixture of 4,6-dimethyl-pyrimidine-5-carboxylic acid (0.85 g, 5.58 mmol, T. J. Kress et. al. Heterocycles 1994 38:1375) and 16a (1.13 g, 5.58 mmol, C. J. Ohnmacht et al. J. Heterocycl. Chem. 1983 20:321) in DCM (25 mL) at RT was added sequentially EDCI (1.43 g, 6.7 mmol), HOBt (0.9 g, 6.7 mmol) and DIPEA (3.9 mL, 22.34 mmol) and the mixture was stirred overnight at RT. The reaction mixture was washed with 5% NaHCO3 solution, dried (MgSO4) and concentrated in vacuo. The crude product was pur... Reactants: C1COCCO1, CC(C)(C)OC(=O)N1CCC(Cc2cccc(B(O)O)c2)CC1, N#Cc1ccnc(Cl)c1, [K+], [K+], O=C([O-])[O-], O, c1ccc(P(c2ccccc2)(c2ccccc2)[Pd](P(c2ccccc2)(c2ccccc2)c2ccccc2)(P(c2ccccc2)(c2ccccc2)c2ccccc2)P(c2ccccc2)(c2ccccc2)c2ccccc2)cc1. Yields the product CC(C)(C)OC(=O)N1CCC(Cc2cccc(-c3cc(C#N)ccn3)c2)CC1. RXN SMILES: [CH2:39]1[O:40][CH2:41][CH2:42][O:43][CH2:44]1.[CH3:10][C:11]([CH3:12])([CH3:13])[O:14][C:15](=[O:16])[N:17]1[CH2:18][CH2:19][CH:20]([CH2:23][c:24]2[cH:25][c:26]([B:30]([OH:31])[OH:32])[cH:27][cH:28][cH:29]2)[CH2:21][CH2:22]1.[Cl:1][c:2]1[n:3][cH:4][cH:5][c:6]([C:8]#[N:9])[cH:7]1.[K+:33].[K+:34].[O-:35][C:36]([O-:37])=[O:38].[OH2:45].[cH:46]1[cH:47][cH:48][c:49]([P:50]([Pd:51]([P:52]([c:53]2[cH:54][cH:55][cH:56][cH:57][cH:58]2)([c:59]2[cH:60][cH:61][cH:62][cH:63][cH:64]2)[c:65]2[cH:66][cH:67][cH:68][cH:69][cH:70]2)([P:71]([c:72]2[cH:73][cH:74][cH:75][cH:76][cH:77]2)([c:78]2[cH:79][cH:80][cH:81][cH:82][cH:83]2)[c:84]2[cH:85][cH:86][cH:87][cH:88][cH:89]2)[P:90]([c:91]2[cH:92][cH:93][cH:94][cH:95][cH:96]2)([c:97]2[cH:98][cH:99][cH:100][cH:101][cH:102]2)[c:103]2[cH:104][cH:105][cH:106][cH:107][cH:108]2)([c:109]2[cH:110][cH:111][cH:112][cH:113][cH:114]2)[c:115]2[cH:116][cH:117][cH:118][cH:119][cH:120]2)[cH:121][cH:122]1>>[c:2]1(-[c:26]2[cH:25][c:24]([CH2:23][CH:20]3[CH2:19][CH2:18][N:17]([C:15]([O:14][C:11]([CH3:10])([CH3:12])[CH3:13])=[O:16])[CH2:22][CH2:21]3)[cH:29][cH:28][cH:27]2)[n:3][cH:4][cH:5][c:6]([C:8]#[N:9])[cH:7]1. Starting materials: Nc1nccs1, COC(=O)C1=C(O)c2ccsc2S(=O)(=O)N1C, Cc1ccccc1C. Yields the product CN1C(C(=O)Nc2nccs2)=C(O)c2ccsc2S1(=O)=O. RXN SMILES: [NH2:18][c:19]1[s:20][cH:21][cH:22][n:23]1.[OH:1][C:2]1=[C:3]([C:14]([O:16][CH3:15])=[O:17])[N:4]([CH3:13])[S:5](=[O:11])(=[O:12])[c:6]2[c:7]1[cH:8][cH:9][s:10]2.[c:24]1([CH3:25])[c:26]([CH3:27])[cH:28][cH:29][cH:30][cH:31]1>>[OH:1][C:2]1=[C:3]([C:14](=[O:16])[NH:18][c:19]2[s:20][cH:21][cH:22][n:23]2)[N:4]([CH3:13])[S:5](=[O:11])(=[O:12])[c:6]2[c:7]1[cH:8][cH:9][s:10]2.